Dataset: the Open Reaction Database (ORD), a public repository of structured organic reaction records. Task: describe an organic reaction: reactants, conditions, products, and yield Starting materials: ClC1=CC2=C(SC=C2CN2C(N(CC2)C=2SC(=C(N2)C)C(=O)O)=O)C=C1 (2-(3-((5-chlorobenzo[b]thiophen-3-yl)methyl)-2-oxoimidazolidin-1-yl)-4-methylthiazole-5-carboxylic acid), FC1=CC=C(CN2C(N(CC2)C=2SC(=C(N2)C)C(=O)O)=O)C=C1 (2-(3-(4-fluorobenzyl)-2-oxoimidazolidin-1-yl)-4-methylthiazole-5-carboxylic acid), N1=CC=C(C=C1)CN (pyridin-4-ylmethanamine). Product: FC1=CC=C(CN2C(N(CC2)C=2SC(=C(N2)C)C(=O)NCC2=CC=NC=C2)=O)C=C1 (2-(3-(4-fluorobenzyl)-2-oxoimidazolidin-1-yl)-4-methyl-N-(pyridin-4-ylmethyl)thiazole-5-carboxamide). Isolated yield 60.0%. As a reaction SMILES: ClC1C=CC2SC=C(CN3CCN(C4SC(C(O)=O)=C(C)N=4)C3=O)C=2C=1.[F:27][C:28]1[CH:49]=[CH:48][C:31]([CH2:32][N:33]2[CH2:37][CH2:36][N:35]([C:38]3[S:39][C:40]([C:44]([OH:46])=O)=[C:41]([CH3:43])[N:42]=3)[C:34]2=[O:47])=[CH:30][CH:29]=1.[N:50]1[CH:55]=[CH:54][C:53]([CH2:56][NH2:57])=[CH:52][CH:51]=1>>[F:27][C:28]1[CH:49]=[CH:48][C:31]([CH2:32][N:33]2[CH2:37][CH2:36][N:35]([C:38]3[S:39][C:40]([C:44]([NH:57][CH2:56][C:53]4[CH:54]=[CH:55][N:50]=[CH:51][CH:52]=4)=[O:46])=[C:41]([CH3:43])[N:42]=3)[C:34]2=[O:47])=[CH:30][CH:29]=1. Procedure: Following the procedure as described in Example 32, making variations as required to replace 2-(3-((5-chlorobenzo[b]thiophen-3-yl)methyl)-2-oxoimidazolidin-1-yl)-4-methylthiazole-5-carboxylic acid with 2-(3-(4-fluorobenzyl)-2-oxoimidazolidin-1-yl)-4-methylthiazole-5-carboxylic acid to react with pyridin-4-ylmethanamine, the title compound was obtained as a colorless solid in 60% yield: mp 146-149° C.; 1H NMR (300 MHz, CDCl3) δ 8.51 (d, J=6.0 Hz, 2H), 7.29-7.24 (m, 4H), 7.07-7.01 (m, 2 H), 6.21 (... Reactants: O=C([O-])[O-], CCO, Cl, [Cs+], [Cs+], O=C(O)c1cc(F)c([N+](=O)[O-])cc1F, CN(C)C=O, O. Product: CCOc1cc(C(=O)O)c(F)cc1[N+](=O)[O-]. As a reaction SMILES: [C:15](=[O:16])([O-:17])[O-:18].[CH3:21][CH2:22][OH:23].[ClH:24].[Cs+:19].[Cs+:20].[F:1][c:2]1[c:3]([C:4](=[O:5])[OH:6])[cH:7][c:8]([F:14])[c:9]([N+:11](=[O:12])[O-:13])[cH:10]1.[O:25]=[CH:26][N:27]([CH3:28])[CH3:29].[OH2:30]>>[F:1][c:2]1[c:3]([C:4](=[O:5])[OH:6])[cH:7][c:8]([O:23][CH2:22][CH3:21])[c:9]([N+:11](=[O:12])[O-:13])[cH:10]1. The reactants are ClC1=NN2C(C(=N1)N1CC3=NC=CC=C3C1)=C(C=C2)C2=CC=CC=C2 (2-chloro-5-phenyl-4-(5H-pyrrolo[3,4-b]pyridin-6(7H)-yl)pyrrolo[2,1-f][1,2,4]triazine), C(C)(C)(C)NS(=O)(=O)C=1C(=NC=C(C1)B1OC(C(O1)(C)C)(C)C)OC (N-(tert-butyl)-2-methoxy-5-(4,4,5,5-tetramethyl-1,3,2-dioxaborolan-2-yl)pyridine-3-sulfonamide), C(=O)([O-])[O-].[K+].[K+] (K2CO3). Reagents/catalysts: C1=CC=C(C=C1)P([C-]2C=CC=C2)C3=CC=CC=C3.C1=CC=C(C=C1)P([C-]2C=CC=C2)C3=CC=CC=C3.Cl[Pd]Cl.[Fe+2].C(Cl)Cl (PdCl2(dppf) CH2Cl2). The solvent is O1CCOCC1 (1,4-dioxane), O (water). Conditions: temperature 100 celsius. Yields the product C(C)(C)(C)NS(=O)(=O)C=1C(=NC=C(C1)C1=NN2C(C(=N1)N1CC3=NC=CC=C3C1)=C(C=C2)C2=CC=CC=C2)OC (N-(tert-butyl)-2-methoxy-5-(5-phenyl-4-(5H-pyrrolo[3,4-b]pyridin-6(7H)-yl)pyrrolo[2,1-f][1,2,4]triazin-2-yl)pyridine-3-sulfonamide). The yield is 35.6%. As a reaction SMILES: Cl[C:2]1[N:7]=[C:6]([N:8]2[CH2:16][C:15]3[C:10](=[N:11][CH:12]=[CH:13][CH:14]=3)[CH2:9]2)[C:5]2=[C:17]([C:20]3[CH:25]=[CH:24][CH:23]=[CH:22][CH:21]=3)[CH:18]=[CH:19][N:4]2[N:3]=1.[C:26]([NH:30][S:31]([C:34]1[C:35]([O:49][CH3:50])=[N:36][CH:37]=[C:38](B2OC(C)(C)C(C)(C)O2)[CH:39]=1)(=[O:33])=[O:32])([CH3:29])([CH3:28])[CH3:27].C([O-])([O-])=O.[K+].[K+]>O1CCOCC1.O.C1C=CC(P(C2C=CC=CC=2)[C-]2C=CC=C2)=CC=1.C1C=CC(P(C2C=CC=CC=2)[C-]2C=CC=C2)=CC=1.Cl[Pd]Cl.[Fe+2].C(Cl)Cl>[C:26]([NH:30][S:31]([C:34]1[C:35]([O:49][CH3:50])=[N:36][CH:37]=[C:38]([C:2]2[N:7]=[C:6]([N:8]3[CH2:16][C:15]4[C:10](=[N:11][CH:12]=[CH:13][CH:14]=4)[CH2:9]3)[C:5]3=[C:17]([C:20]4[CH:25]=[CH:24][CH:23]=[CH:22][CH:21]=4)[CH:18]=[CH:19][N:4]3[N:3]=2)[CH:39]=1)(=[O:33])=[O:32])([CH3:29])([CH3:28])[CH3:27] |f:2.3.4,7.8.9.10.11|. Procedure details: To a solution of 2-chloro-5-phenyl-4-(5H-pyrrolo[3,4-b]pyridin-6(7H)-yl)pyrrolo[2,1-f][1,2,4]triazine (30.0 mg, 0.0860 mmol) and N-(tert-butyl)-2-methoxy-5-(4,4,5,5-tetramethyl-1,3,2-dioxaborolan-2-yl)pyridine-3-sulfonamide (48.0 mg, 0.129 mmol) in 1,4-dioxane (3 mL) and water (0.5 mL) was added K2CO3 (24.0 mg, 0.173 mmol). The reaction mixture was purged with nitrogen gas for 10 min. PdCl2(dppf)-CH2Cl2 (7.04 mg, 8.63 μmol) was added and the reaction mixture heated at 100° C. for 12 h. The react... Reagents/catalysts: [Ni] (Raney-Nickel). Reaction SMILES: [CH3:1][O:2][CH2:3][CH2:4][O:5][C:6]1[CH:11]=[CH:10][CH:9]=[CH:8][C:7]=1[C:12]1[NH:17][C:16](=S)[NH:15][C:14](=[O:19])[CH:13]=1.N>CCO.[Ni]>[CH3:1][O:2][CH2:3][CH2:4][O:5][C:6]1[CH:11]=[CH:10][CH:9]=[CH:8][C:7]=1[C:12]1[N:17]=[CH:16][NH:15][C:14](=[O:19])[CH:13]=1. Product: COCCOC1=C(C=CC=C1)C1=CC(NC=N1)=O (6-[2-(2-methoxy-ethoxy)-phenyl]-3H-pyrimidin-4-one). Run in CCO (EtOH). Procedure: 6-[2-(2-methoxy-ethoxy)-phenyl]-2-thioxo-2,3-dihydro-1H-pyrimidin-4-one (0.3 g, 1.08 mmol) is dissolved in EtOH (10 mL) and aqueous solution of ammonia (25%, 3 mL). After addition of Raney-Nickel (0.3 g) the reaction mixture is stirred under reflux for 1 h, filtered from the solid material, which is washed with a mixture of ammonia and EtOH. The combined solutions were evaporated, dissolved in water (5 mL), neutralized with 10% HCl and extracted with ethyl acetate (3×10 mL). Organic layers were ... The reactants are COCCOC1=C(C=CC=C1)C1=CC(NC(N1)=S)=O (6-[2-(2-methoxy-ethoxy)-phenyl]-2-thioxo-2,3-dihydro-1H-pyrimidin-4-one), N (ammonia). The reactants are C(C1=CC=CC=C1)(=O)CN1CCN(CC1)C(=O)C=1C=C2CCC(NC2=CC1)=O (6-[4-(benzoylmethyl)-1-piperazinylcarbonyl]-3,4-dihydrocarbostyril), O(C)N (methoxylamine), C(C)(=O)[O-].[Na+] (sodium acetate), Cl.O(C)N (methoxylamine hydrochloride), C(C)(=O)[O-].[Na+] (sodium acetate). The solvent is C(C)O (ethanol), O (water). Yields the product C(C(=O)O)(=O)O.C1(=CC=CC=C1)C(CN1CCN(CC1)C(=O)C=1C=C2CCC(NC2=CC1)=O)=NOC (6-[4-(2-phenyl-2-methoxyiminoethyl)-1-piperazinylcarbonyl]-3,4-dihydrocarbostyril oxalate). Reaction SMILES: [C:1]([CH2:9][N:10]1[CH2:15][CH2:14][N:13]([C:16]([C:18]2[CH:19]=[C:20]3[C:25](=[CH:26][CH:27]=2)[NH:24][C:23](=[O:28])[CH2:22][CH2:21]3)=[O:17])[CH2:12][CH2:11]1)(=[O:8])[C:2]1[CH:7]=[CH:6][CH:5]=[CH:4][CH:3]=1.[O:29](N)[CH3:30].[C:32]([O-:35])(=[O:34])C.[Na+].Cl.[O:38]([NH2:40])[CH3:39]>C(O)C.O>[C:30]([OH:29])(=[O:8])[C:32]([OH:35])=[O:34].[C:2]1([C:1](=[N:40][O:38][CH3:39])[CH2:9][N:10]2[CH2:15][CH2:14][N:13]([C:16]([C:18]3[CH:19]=[C:20]4[C:25](=[CH:26][CH:27]=3)[NH:24][C:23](=[O:28])[CH2:22][CH2:21]4)=[O:17])[CH2:12][CH2:11]2)[CH:7]=[CH:6][CH:5]=[CH:4][CH:3]=1 |f:2.3,4.5,8.9|. Procedure: 2 Grams of 6-[4-(benzoylmethyl)-1-piperazinylcarbonyl]-3,4-dihydrocarbostyril, 0.53 g of methoxylamine and 0.78 g of sodium acetate were dissolved in 10 ml of ethanol and 5 ml of water, then the solution was refluxed for 4 hours with stirring. Further, 0.53 g of methoxylamine hydrochloride and 0.78 g of sodium acetate were added to the reaction mixture, and refluxed for 2 hours with stirring. After the reaction was completed, the solvent was removed by evaporation under reduced pressure. Thus ob...